From a dataset of the Open Reaction Database (ORD), a public repository of structured organic reaction records. describe an organic reaction: reactants, conditions, products, and yield Starting materials: C(C)(C)(C)OC(CN1C(=C(C2=CC(=CC=C12)Cl)C1=NNC(C2=CC=CC=C12)=O)C)=O ([5-Chloro-2-methyl-3-(4-oxo-3,4-dihydro-phthalazin-1-yl)-indol-1-yl]-acetic acid tert-butyl ester), BrCCOC1=CC=C(C=C1)Cl (1-(2-bromo-ethoxy)-4-chloro-benzene). Yields the product ClC=1C=C2C(=C(N(C2=CC1)CC(=O)O)C)C1=NN(C(C2=CC=CC=C12)=O)CCOC1=CC=C(C=C1)Cl ((5-Chloro-3-{3-[2-(4-chloro-phenoxy)-ethyl]-4-oxo-3,4-dihydro-phthalazin-1-yl}-2-methyl-indol-1-yl)-acetic acid). Reaction SMILES: C([O:5][C:6](=[O:30])[CH2:7][N:8]1[C:16]2[C:11](=[CH:12][C:13]([Cl:17])=[CH:14][CH:15]=2)[C:10]([C:18]2[C:27]3[C:22](=[CH:23][CH:24]=[CH:25][CH:26]=3)[C:21](=[O:28])[NH:20][N:19]=2)=[C:9]1[CH3:29])(C)(C)C.Br[CH2:32][CH2:33][O:34][C:35]1[CH:40]=[CH:39][C:38]([Cl:41])=[CH:37][CH:36]=1>>[Cl:17][C:13]1[CH:12]=[C:11]2[C:16](=[CH:15][CH:14]=1)[N:8]([CH2:7][C:6]([OH:5])=[O:30])[C:9]([CH3:29])=[C:10]2[C:18]1[C:27]2[C:22](=[CH:23][CH:24]=[CH:25][CH:26]=2)[C:21](=[O:28])[N:20]([CH2:32][CH2:33][O:34][C:35]2[CH:40]=[CH:39][C:38]([Cl:41])=[CH:37][CH:36]=2)[N:19]=1. Procedure: The title compound was prepared from the product of example 16, step c) and 1-(2-bromo-ethoxy)-4-chloro-benzene using the procedure described in example 14. MS: ESI (negative): 520, 522 (M−H). Starting materials: ClC1=C(C=C(C=C1)N1C(=NC(=CC1=O)C(F)(F)F)S(=O)(=O)C)C(=O)OCC (3-(4-chloro-3-ethoxycarbonylphenyl)-3,4-dihydro-2-methanesulfonyl-6-trifluoromethylpyrimidin-4-one), N (ammonia). The solvent is C1CCOC1 (THF). Yields the product NC1=NC(=CC(N1C1=CC(=C(C=C1)Cl)C(=O)OCC)=O)C(F)(F)F (2-amino-3-(4-chloro-3-ethoxycarbonylphenyl)-3,4-dihydro-6-trifluoromethylpyrimidin-4-one). As a reaction SMILES: [Cl:1][C:2]1[CH:7]=[CH:6][C:5]([N:8]2[C:13](=[O:14])[CH:12]=[C:11]([C:15]([F:18])([F:17])[F:16])[N:10]=[C:9]2S(C)(=O)=O)=[CH:4][C:3]=1[C:23]([O:25][CH2:26][CH3:27])=[O:24].[NH3:28]>C1COCC1>[NH2:28][C:9]1[N:8]([C:5]2[CH:6]=[CH:7][C:2]([Cl:1])=[C:3]([C:23]([O:25][CH2:26][CH3:27])=[O:24])[CH:4]=2)[C:13](=[O:14])[CH:12]=[C:11]([C:15]([F:18])([F:17])[F:16])[N:10]=1. Procedure: To a mixture of 3-(4-chloro-3-ethoxycarbonylphenyl)-3,4-dihydro-2-methanesulfonyl-6-trifluoromethylpyrimidin-4-one (1.0 g) and dry THF (50 ml) was blown an ammonia gas until the starting material was not found when detected with TLC. The mixture was dried on anhydrous magnesium sulfate and then the solvent was distilled off under reduced pressure. The thus obtained white solid (0.7 g) was used in the next reaction without purifying it.